From a dataset of the Open Reaction Database (ORD), a public repository of structured organic reaction records. describe an organic reaction: reactants, conditions, products, and yield Reactants: BrC=1C=C(N)C=CC1C (3-bromo-4-methylaniline), S(=O)=O (sulfur dioxide), [Cl-].[Mg+2].[Cl-] (magnesium chloride), C(C)(=O)O (acetic acid), N(=O)[O-].[Na+] (sodium nitrite), Cl (hydrochloric acid), [OH-].[NH4+] (ammonium hydroxide). The reagents and catalysts are [Cu](Cl)Cl (copper (II) chloride). Product: BrC1=CC(=C(C=C1)S(=O)(=O)N)C (4-Bromo-2-methylbenzenesulfonic acid amide). As a reaction SMILES: [Br:1][C:2]1[CH:3]=C([CH:6]=[CH:7][C:8]=1C)N.N([O-])=O.[Na+].Cl.[Cl-].[Mg+2].[Cl-].[S:18](=[O:20])=[O:19].[OH-].[NH4+:22].[C:23](O)(=O)[CH3:24]>[Cu](Cl)Cl>[Br:1][C:2]1[CH:8]=[CH:7][C:6]([S:18]([NH2:22])(=[O:20])=[O:19])=[C:23]([CH3:24])[CH:3]=1 |f:1.2,4.5.6,8.9|. Procedure: Prepared by the method of Example 69a) using 3-bromo-4-methylaniline (2.60 g, Example 78a)), sodium nitrite (1.05 g), concentrated hydrochloric acid (20 ml), anhydrous magnesium chloride (2.6 g), acetic acid saturated with sulfur dioxide (50 ml) and copper (II) chloride (0.37 g). The normal work-up and subsequent treatment with ammonium hydroxide (50 ml) followed by the same work-up afforded the subtitle compound as a solid (1.51 g). Reactants: NC=1C=C(C=CC1)C(CC(=O)OCC)NC(C1=CC=CC=C1)=O (Ethyl 3-(3-aminophenyl)-3-benzoylamino-propionate), [N+](=O)([O-])C=1C=C(C=CC1)S(=O)(=O)Cl (3-nitrophenylsulphonyl chloride). As a reaction SMILES: [NH2:1][C:2]1[CH:3]=[C:4]([CH:8]([NH:15][C:16](=[O:23])[C:17]2[CH:22]=[CH:21][CH:20]=[CH:19][CH:18]=2)[CH2:9][C:10]([O:12][CH2:13][CH3:14])=[O:11])[CH:5]=[CH:6][CH:7]=1.[N+:24]([C:27]1[CH:28]=[C:29]([S:33](Cl)(=[O:35])=[O:34])[CH:30]=[CH:31][CH:32]=1)([O-:26])=[O:25]>>[C:16]([NH:15][CH:8]([C:4]1[CH:5]=[CH:6][CH:7]=[C:2]([NH:1][S:33]([C:29]2[CH:30]=[CH:31][CH:32]=[C:27]([N+:24]([O-:26])=[O:25])[CH:28]=2)(=[O:34])=[O:35])[CH:3]=1)[CH2:9][C:10]([O:12][CH2:13][CH3:14])=[O:11])(=[O:23])[C:17]1[CH:22]=[CH:21][CH:20]=[CH:19][CH:18]=1. Reported procedure: Corresponding to Example 3c, 2.60 g of (4b) were reacted with 3-nitrophenylsulphonyl chloride. A solid was obtained (yield: 1.76 g). Yields the product C(C1=CC=CC=C1)(=O)NC(CC(=O)OCC)C1=CC(=CC=C1)NS(=O)(=O)C1=CC(=CC=C1)[N+](=O)[O-] (Ethyl 3-benzoylamino-3-(3-(-3-nitrobenzenesulphonylamino)-phenyl)-propionate). The reactants are N1(CCOCC1)C=1C2=C(N=C(N1)[Sn](CCCC)(CCCC)CCCC)SC(=N2)CN2CCC(CC2)C(C)(C)O (2-[1-(7-morpholin-4-yl-5-(tributylstannanyl)thiazolo[5,4-d]pyrimidin-2-ylmethyl)piperidin-4-yl]propan-2-ol), BrC1=CC=C(C=2N1C=CN2)C (5-bromo-8-methylimidazo[1,2-a]pyridine). The reagents and catalysts are C=1C=CC(=CC1)[P](C=2C=CC=CC2)(C=3C=CC=CC3)[Pd]([P](C=4C=CC=CC4)(C=5C=CC=CC5)C=6C=CC=CC6)([P](C=7C=CC=CC7)(C=8C=CC=CC8)C=9C=CC=CC9)[P](C=1C=CC=CC1)(C=1C=CC=CC1)C=1C=CC=CC1 (Pd(PPh3)4), S1C(=CC=C1)C(=O)[O-].[Cu+] (copper(I) thiophene-2-carboxylate). Run in O1CCOCC1 (dioxane). Reaction conditions: temperature 150 celsius. Yields the product CC=1C=2N(C(=CC1)C=1N=C(C3=C(N1)SC(=N3)CN3CCC(CC3)C(C)(C)O)N3CCOCC3)C=CN2 (2-(1-((5-(8-methylimidazo[1,2-a]pyridin-5-yl)-7-morpholinothiazolo[5,4-d]pyrimidin-2-yl)methyl)piperidin-4-yl)propan-2-ol). Isolated yield 87.5%. Reaction SMILES: [N:1]1([C:7]2[C:8]3[N:28]=[C:27]([CH2:29][N:30]4[CH2:35][CH2:34][CH:33]([C:36]([OH:39])([CH3:38])[CH3:37])[CH2:32][CH2:31]4)[S:26][C:9]=3[N:10]=[C:11]([Sn](CCCC)(CCCC)CCCC)[N:12]=2)[CH2:6][CH2:5][O:4][CH2:3][CH2:2]1.Br[C:41]1[N:46]2[CH:47]=[CH:48][N:49]=[C:45]2[C:44]([CH3:50])=[CH:43][CH:42]=1>O1CCOCC1.C1C=CC([P]([Pd]([P](C2C=CC=CC=2)(C2C=CC=CC=2)C2C=CC=CC=2)([P](C2C=CC=CC=2)(C2C=CC=CC=2)C2C=CC=CC=2)[P](C2C=CC=CC=2)(C2C=CC=CC=2)C2C=CC=CC=2)(C2C=CC=CC=2)C2C=CC=CC=2)=CC=1.S1C=CC=C1C([O-])=O.[Cu+]>[CH3:50][C:44]1[C:45]2[N:46]([CH:47]=[CH:48][N:49]=2)[C:41]([C:11]2[N:12]=[C:7]([N:1]3[CH2:6][CH2:5][O:4][CH2:3][CH2:2]3)[C:8]3[N:28]=[C:27]([CH2:29][N:30]4[CH2:35][CH2:34][CH:33]([C:36]([OH:39])([CH3:37])[CH3:38])[CH2:32][CH2:31]4)[S:26][C:9]=3[N:10]=2)=[CH:42][CH:43]=1 |f:4.5,^1:60,62,81,100|. Procedure details: A mixture of 2-[1-(7-morpholin-4-yl-5-(tributylstannanyl)thiazolo[5,4-d]pyrimidin-2-ylmethyl)piperidin-4-yl]propan-2-ol (118 mg, 0.18 mmol), 5-bromo-8-methylimidazo[1,2-a]pyridine (45 mg, 0.21 mmol), Pd(PPh3)4 (20 mg, 0.02 mmol) and copper(I) thiophene-2-carboxylate (7 mg, 0.035 mmol) in dioxane (2 mL) was purged with argon gas then heated at 150° C., for 20 min, in a microwave reactor. The reaction mixture was loaded onto an Isolute® SCX-2 cartridge (10 g). The cartridge was washed with MeOH th... Reactants: COC(=O)C(CO)NC(=O)C1CCCN1C(=O)OC(C)(C)C, ClCCl, CN1CCOCC1, Cc1ccccc1S(=O)(=O)Cl. The product is C=C(NC(=O)C1CCCN1C(=O)OC(C)(C)C)C(=O)OC. Reaction SMILES: [C:1]([CH3:2])([CH3:3])([CH3:4])[O:5][C:6](=[O:7])[N:8]1[CH:9]([C:10](=[O:11])[NH:12][CH:13]([CH2:14][OH:15])[C:16](=[O:17])[O:18][CH3:19])[CH2:20][CH2:21][CH2:22]1.[CH2:41]([Cl:42])[Cl:43].[CH3:23][N:24]1[CH2:25][CH2:26][O:27][CH2:28][CH2:29]1.[c:30]1([CH3:31])[c:32]([S:33]([Cl:34])(=[O:35])=[O:36])[cH:37][cH:38][cH:39][cH:40]1>>[C:1]([CH3:2])([CH3:3])([CH3:4])[O:5][C:6](=[O:7])[N:8]1[CH:9]([C:10](=[O:11])[NH:12][C:13](=[CH2:14])[C:16](=[O:17])[O:18][CH3:19])[CH2:20][CH2:21][CH2:22]1. The reactants are C(=O)(C(=O)Cl)Cl ((COCl)2), ClS(=O)(=O)C=1C=CC(=C(C(=O)O)C1)OC (5-(chlorosulfonyl)-2-methoxybenzoic acid), CNC (dimethylamine), C1CCOC1 (THF). RXN SMILES: [Cl:1][S:2]([C:5]1[CH:6]=[CH:7][C:8]([O:14][CH3:15])=[C:9]([CH:13]=1)[C:10](O)=[O:11])(=[O:4])=[O:3].C(Cl)(C(Cl)=O)=O.[CH3:22][NH:23][CH3:24].C1COCC1>C(Cl)Cl.CN(C=O)C>[CH3:22][N:23]([CH3:24])[C:10]([C:9]1[CH:13]=[C:5]([S:2]([Cl:1])(=[O:4])=[O:3])[CH:6]=[CH:7][C:8]=1[O:14][CH3:15])=[O:11]. Solvent: CN(C)C=O (DMF), C(Cl)Cl (DCM), C(Cl)Cl (DCM). Reported procedure: To a suspension of 5-(chlorosulfonyl)-2-methoxybenzoic acid (1.243 g, 4.96 mmol) in dry DCM (20 ml) cooled to 0° C., (COCl)2 (1.302 ml, 14.88 mmol) was added drop-wise followed by few drops of dry DMF and the reaction was stirred at RT for 1 hour. The mixture was concentrated under reduced pressure, treated with dry toluene (30 ml×2) and evaporated to dryness. The residue was suspended in dry toluene (20 ml) and the resulting suspension was cooled to 0° C.; a solution of dimethylamine 2.0 M in T... The product is CN(C(=O)C=1C=C(C=CC1OC)S(=O)(=O)Cl)C (3-(dimethylcarbamoyl)-4-methoxybenzene-1-sulfonyl chloride). Reaction conditions: temperature 0 celsius, time 1 hour.